Task: describe an organic reaction: reactants, conditions, products, and yield. Dataset: the Open Reaction Database (ORD), a public repository of structured organic reaction records Starting materials: ClCCl, CN=C=O, O=C(CCCN1CCC2(CC(O)c3ccccc32)C1)c1ccc(F)cc1. The product is CNC(=O)OC1CC2(CCN(CCCC(=O)c3ccc(F)cc3)C2)c2ccccc21. RXN SMILES: [CH2:31]([Cl:32])[Cl:33].[CH3:27][N:28]=[C:29]=[O:30].[F:1][c:2]1[cH:3][cH:4][c:5]([C:8]([CH2:9][CH2:10][CH2:11][N:12]2[CH2:13][C:14]3([CH2:15][CH:16]([OH:23])[c:17]4[cH:18][cH:19][cH:20][cH:21][c:22]43)[CH2:24][CH2:25]2)=[O:26])[cH:6][cH:7]1>>[F:1][c:2]1[cH:3][cH:4][c:5]([C:8]([CH2:9][CH2:10][CH2:11][N:12]2[CH2:13][C:14]3([CH2:15][CH:16]([O:23][C:29]([NH:28][CH3:27])=[O:30])[c:17]4[cH:18][cH:19][cH:20][cH:21][c:22]43)[CH2:24][CH2:25]2)=[O:26])[cH:6][cH:7]1. As a reaction SMILES: [CH2:1]([c:2]1[cH:3][cH:4][cH:5][cH:6][cH:7]1)[O:8][c:9]1[cH:10][cH:11][c:12]([O:13][CH2:14][CH2:15][N:16]2[CH2:17][CH2:18][N:19]([c:22]3[cH:23][cH:24][cH:25][cH:26][cH:27]3)[CH2:20][CH2:21]2)[cH:28][cH:29]1.[CH3:31][CH2:32][OH:33].[ClH:30]>>[OH:8][c:9]1[cH:10][cH:11][c:12]([O:13][CH2:14][CH2:15][N:16]2[CH2:17][CH2:18][N:19]([c:22]3[cH:23][cH:24][cH:25][cH:26][cH:27]3)[CH2:20][CH2:21]2)[cH:28][cH:29]1. Starting materials: c1ccc(COc2ccc(OCCN3CCN(c4ccccc4)CC3)cc2)cc1, CCO, Cl. Yields the product Oc1ccc(OCCN2CCN(c3ccccc3)CC2)cc1. The reactants are C1=CC=CC=2CN(CC3=C(C21)C=CC=C3)C(OCC)=N (ethyl 5,7-dihydro-6H-dibenz[c,e]azepine-6-carboximidate), C(C1=CC=C(C=C1)OC)(=O)Cl (p-anisoyl chloride). The product is C(C1=CC=C(C=C1)OC)(=O)N=C(OCC)N1CC2=C(C3=C(C1)C=CC=C3)C=CC=C2 (ethyl N-(p-anisoyl)-5,7-dihydro-6H-dibenz[c,e]azepine-6-carboximidate). Reaction SMILES: [CH:1]1[C:11]2[C:10]3[CH:12]=[CH:13][CH:14]=[CH:15][C:9]=3[CH2:8][N:7]([C:16](=[NH:20])[O:17][CH2:18][CH3:19])[CH2:6][C:5]=2[CH:4]=[CH:3][CH:2]=1.[C:21](Cl)(=[O:30])[C:22]1[CH:27]=[CH:26][C:25]([O:28][CH3:29])=[CH:24][CH:23]=1>>[C:21]([N:20]=[C:16]([N:7]1[CH2:6][C:5]2[CH:4]=[CH:3][CH:2]=[CH:1][C:11]=2[C:10]2[CH:12]=[CH:13][CH:14]=[CH:15][C:9]=2[CH2:8]1)[O:17][CH2:18][CH3:19])(=[O:30])[C:22]1[CH:27]=[CH:26][C:25]([O:28][CH3:29])=[CH:24][CH:23]=1. Procedure details: starting from ethyl 5,7-dihydro-6H-dibenz[c,e]azepine-6-carboximidate and p-anisoyl chloride, there is obtained ethyl N-(p-anisoyl)-5,7-dihydro-6H-dibenz[c,e]azepine-6-carboximidate, m.p. 71°-78° C.;